From a dataset of the Open Reaction Database (ORD), a public repository of structured organic reaction records. describe an organic reaction: reactants, conditions, products, and yield Starting materials: B(OC(C)C)(OC(C)C)OC(C)C (triisopropyl borate), [Li]CCCC (BuLi), FC1=NC=CC=C1F (2,3-difluoropyridine), C(C)(C)NC(C)C (diisopropyl amine). Solvent: C1CCOC1 (THF), hexanes, C1CCOC1 (THF). Conditions: temperature -78 celsius, time 1 hour. Yields the product FC1=NC=CC(=C1F)B(O)O (2,3-difluoropyridin-4-ylboronic acid). Reaction SMILES: C(NC(C)C)(C)C.[Li]CCCC.[F:13][C:14]1[C:19]([F:20])=[CH:18][CH:17]=[CH:16][N:15]=1.[B:21](OC(C)C)([O:26]C(C)C)[O:22]C(C)C>C1COCC1>[F:13][C:14]1[C:19]([F:20])=[C:18]([B:21]([OH:26])[OH:22])[CH:17]=[CH:16][N:15]=1. Reported procedure: A mixture of THF and hexanes (6 mL, 1:1 v:v), and diisopropyl amine (0.681 mL, 4.78 mmol) was cooled to −78° C. BuLi (2.5 M in hexanes, 2.00 mL, 5.00 mmol) was added to the cooled mixture, followed by addition of 2,3-difluoropyridine after about 15 minutes. The mixture was stirred for 1 hour at −78° C. before being transferred to a 3 mL THF solution of triisopropyl borate (1.11 mL, 4.78 mmol) at −78° C. via a cannula. The resulting solution was stirred at −78° C. for 1 hour, slowly warmed up to ...